This data is from the Open Reaction Database (ORD), a public repository of structured organic reaction records. The task is: describe an organic reaction: reactants, conditions, products, and yield The reactants are C(C#CCO)O (2-butyne-1,4-diol), O1CCCC=C1 (3,4-dihydro-2H-pyran). The solvent is CCOCC (ether), CCOCC (ether). Product: O1C(CCCC1)OCC#CCO (4-tetrahydropyranoxy-2-butyn-1-ol). The yield is 68.8%. RXN SMILES: [CH2:1]([OH:6])[C:2]#[C:3][CH2:4][OH:5].[O:7]1[CH:12]=[CH:11][CH2:10][CH2:9][CH2:8]1>CCOCC>[O:7]1[CH2:12][CH2:11][CH2:10][CH2:9][CH:8]1[O:5][CH2:4][C:3]#[C:2][CH2:1][OH:6]. Reported procedure: To a mixture of 5.0 g of 2-butyne-1,4-diol and 10 milligrams of p-toluenesulfonic add and 150 ml of dry ether there was added dropwise with stirring at room temperature 4.9 g of 3,4-dihydro-2H-pyran. After stirring overnight at ambient temperature the ether was evaporated and the residue was poured into 200 ml of water. The aqueous solution was extracted with hexane (2×100 ml) and then re-extracted with ether (3×100 ml). The combined ether extracts were washed with 100 ml of brine, dried over ma...